This data is from the Open Reaction Database (ORD), a public repository of structured organic reaction records. The task is: describe an organic reaction: reactants, conditions, products, and yield Starting materials: BrC1=C(C=C(C=C1)NC=1SC2=C(N1)C(CCC2)C2=CC=CC=C2)OC (N-(4-bromo-3-methoxyphenyl)-4-phenyl-4,5,6,7-tetrahydrobenzo[d]thiazol-2-amine), C(=O)(C(F)(F)F)O (TFA), CC1=NC=CC(=C1)B(O)O (2-methylpyridin-4-ylboronic acid), C(=O)([O-])[O-].[Cs+].[Cs+] (Cs2CO3). The reagents and catalysts are C=1C=CC(=CC1)[P](C=2C=CC=CC2)(C=3C=CC=CC3)[Pd]([P](C=4C=CC=CC4)(C=5C=CC=CC5)C=6C=CC=CC6)([P](C=7C=CC=CC7)(C=8C=CC=CC8)C=9C=CC=CC9)[P](C=1C=CC=CC1)(C=1C=CC=CC1)C=1C=CC=CC1 (tetrakis(triphenylphosphine)palladium(0)). Run in COCCOC (DME), O (water). Conditions: temperature 100 celsius. The product is FC(C(=O)O)(F)F.COC=1C=C(C=CC1C1=CC(=NC=C1)C)NC=1SC2=C(N1)C(CCC2)C2=CC=CC=C2 (N-(3-methoxy-4-(2-methylpyridin-4-yl)phenyl)-4-phenyl-4,5,6,7-tetrahydrobenzo[d]thiazol-2-amine 2,2,2-trifluoroacetate). The yield is 35.0%. Reaction SMILES: Br[C:2]1[CH:7]=[CH:6][C:5]([NH:8][C:9]2[S:10][C:11]3[CH2:17][CH2:16][CH2:15][CH:14]([C:18]4[CH:23]=[CH:22][CH:21]=[CH:20][CH:19]=4)[C:12]=3[N:13]=2)=[CH:4][C:3]=1[O:24][CH3:25].[C:26]([OH:32])([C:28]([F:31])([F:30])[F:29])=[O:27].[CH3:33][C:34]1[CH:39]=[C:38](B(O)O)[CH:37]=[CH:36][N:35]=1.C([O-])([O-])=O.[Cs+].[Cs+]>COCCOC.C1C=CC([P]([Pd]([P](C2C=CC=CC=2)(C2C=CC=CC=2)C2C=CC=CC=2)([P](C2C=CC=CC=2)(C2C=CC=CC=2)C2C=CC=CC=2)[P](C2C=CC=CC=2)(C2C=CC=CC=2)C2C=CC=CC=2)(C2C=CC=CC=2)C2C=CC=CC=2)=CC=1.O>[F:29][C:28]([F:31])([F:30])[C:26]([OH:32])=[O:27].[CH3:25][O:24][C:3]1[CH:4]=[C:5]([NH:8][C:9]2[S:10][C:11]3[CH2:17][CH2:16][CH2:15][CH:14]([C:18]4[CH:23]=[CH:22][CH:21]=[CH:20][CH:19]=4)[C:12]=3[N:13]=2)[CH:6]=[CH:7][C:2]=1[C:38]1[CH:37]=[CH:36][N:35]=[C:34]([CH3:33])[CH:39]=1 |f:3.4.5,9.10,^1:58,60,79,98|. Procedure details: A mixture of N-(4-bromo-3-methoxyphenyl)-4-phenyl-4,5,6,7-tetrahydrobenzo[d]thiazol-2-amine, TFA (70 mg, 0.13 mmol), 2-methylpyridin-4-ylboronic acid (36 mg, 0.26 mmol), tetrakis(triphenylphosphine)palladium(0) (7.6 mg, 6.6 μmol) and Cs2CO3 (172 mg, 0.529 mmol) in DME (994 μL)/water (328 μL) was heated at 100° C. for 18 h. The crude reaction products were purified using preparatory HPLC (Solvent A=10% MeOH-90% water-0.1% TFA, Solvent B=90% MeOH-10% water-0.1% TFA. Column: Phenomenex Luna 30×100 ... Reactants: O=C1C=C(OC2=C1C=C1C(=CC(=NC1=C2CCC)C(=O)OCC)OC2=CC=CC=C2)C(=O)OCC (Diethyl 4-oxo-6-phenoxy-10-propyl-4H-pyrano[3,2-g]quinoline-2,8-dicarboxylate), [OH-].[Na+] (sodium hydroxide). Solvent: CO (methanol). Yields the product O=C1C=C(OC2=C1C=C1C(=CC(=NC1=C2CCC)C(=O)[O-])OC2=CC=CC=C2)C(=O)[O-].[Na+].[Na+] (Disodium 4-oxo-6-phenoxy-10-propyl-4H-pyrano[3,2-g]quinoline-2,8-dicarboxylate). RXN SMILES: [O:1]=[C:2]1[C:7]2[CH:8]=[C:9]3[C:14](=[C:15]([CH2:16][CH2:17][CH3:18])[C:6]=2[O:5][C:4]([C:31]([O:33]CC)=[O:32])=[CH:3]1)[N:13]=[C:12]([C:19]([O:21]CC)=[O:20])[CH:11]=[C:10]3[O:24][C:25]1[CH:30]=[CH:29][CH:28]=[CH:27][CH:26]=1.[OH-].[Na+:37]>CO>[O:1]=[C:2]1[C:7]2[CH:8]=[C:9]3[C:14](=[C:15]([CH2:16][CH2:17][CH3:18])[C:6]=2[O:5][C:4]([C:31]([O-:33])=[O:32])=[CH:3]1)[N:13]=[C:12]([C:19]([O-:21])=[O:20])[CH:11]=[C:10]3[O:24][C:25]1[CH:30]=[CH:29][CH:28]=[CH:27][CH:26]=1.[Na+:37].[Na+:37] |f:1.2,4.5.6|. Procedure details: The product of step (b) (0.4162 g) was stirred in methanol (50 cm3) under reflux and was treated with 0.1 N sodium hydroxide solution (17.5 cm3), dropwise. The whole was stirred and refluxed for 15 minutes after addition, cooled, filtered and the filtrate evaporated to dryness. Water (30 cm3) was added and the solution was treated with acetone until complete precipitation was attained. The product was collected by filtration and dried to give 0.22 g of the title compound.